Dataset: the Open Reaction Database (ORD), a public repository of structured organic reaction records. Task: describe an organic reaction: reactants, conditions, products, and yield The reactants are [N+](=O)([O-])C=1C=C(C=CC1)C1=CC=C2C(=CN(C2=C1)C1=CC=NC=C1)C1=CC=C(C=C1)O (4-(6-(3-nitrophenyl)-1-(pyridin-4-yl)-1H-indol-3-yl)phenol), Cl.ClCCN(C)C (2-chloro-N,N-dimethylethylamine hydrochloride), C([O-])([O-])=O.[Cs+].[Cs+] (cesium carbonate). Product: CN(CCOC1=CC=C(C=C1)C1=CN(C2=CC(=CC=C12)C1=CC(=CC=C1)[N+](=O)[O-])C1=CC=NC=C1)C (N,N-dimethyl-2-(4-(6-(3-nitrophenyl)-1-(pyridin-4-yl)-1H-indol-3-yl)phenoxy)ethanamine). Reaction SMILES: [N+:1]([C:4]1[CH:5]=[C:6]([C:10]2[CH:18]=[C:17]3[C:13]([C:14]([C:25]4[CH:30]=[CH:29][C:28]([OH:31])=[CH:27][CH:26]=4)=[CH:15][N:16]3[C:19]3[CH:24]=[CH:23][N:22]=[CH:21][CH:20]=3)=[CH:12][CH:11]=2)[CH:7]=[CH:8][CH:9]=1)([O-:3])=[O:2].Cl.Cl[CH2:34][CH2:35][N:36]([CH3:38])[CH3:37].C(=O)([O-])[O-].[Cs+].[Cs+]>>[CH3:37][N:36]([CH3:38])[CH2:35][CH2:34][O:31][C:28]1[CH:29]=[CH:30][C:25]([C:14]2[C:13]3[C:17](=[CH:18][C:10]([C:6]4[CH:7]=[CH:8][CH:9]=[C:4]([N+:1]([O-:3])=[O:2])[CH:5]=4)=[CH:11][CH:12]=3)[N:16]([C:19]3[CH:20]=[CH:21][N:22]=[CH:23][CH:24]=3)[CH:15]=2)=[CH:26][CH:27]=1 |f:1.2,3.4.5|. Procedure: The target compound was prepared as in Example 18 using 4-(6-(3-nitrophenyl)-1-(pyridin-4-yl)-1H-indol-3-yl)phenol (32 mg, 0.079 mmol), 2-chloro-N,N-dimethylethylamine hydrochloride (34 mg, 0.237 mmol) and cesium carbonate (154 mg, 0.237 mmol).